Dataset: the Open Reaction Database (ORD), a public repository of structured organic reaction records. Task: describe an organic reaction: reactants, conditions, products, and yield Starting materials: ClC(Cl)(Cl)Cl, CCOC(=O)C1(c2ccc(N)c(OCC(F)(F)F)c2)CCCC1, O=C1CCC(=O)N1Br, O. The product is CCOC(=O)C1(c2cc(Br)c(N)c(OCC(F)(F)F)c2)CCCC1. Reaction SMILES: [Cl:32][C:33]([Cl:34])([Cl:35])[Cl:36].[NH2:1][c:2]1[c:3]([O:18][CH2:19][C:20]([F:21])([F:22])[F:23])[cH:4][c:5]([C:8]2([C:13](=[O:14])[O:15][CH2:16][CH3:17])[CH2:9][CH2:10][CH2:11][CH2:12]2)[cH:6][cH:7]1.[O:24]=[C:25]1[N:26]([Br:31])[C:27](=[O:28])[CH2:29][CH2:30]1.[OH2:37]>>[NH2:1][c:2]1[c:3]([O:18][CH2:19][C:20]([F:21])([F:22])[F:23])[cH:4][c:5]([C:8]2([C:13](=[O:14])[O:15][CH2:16][CH3:17])[CH2:9][CH2:10][CH2:11][CH2:12]2)[cH:6][c:7]1[Br:31]. Starting materials: C(CC(=O)C)(=O)OC (methyl acetoacetate), [H-].[Na+] (sodium hydride), C(CCC)[Li] (butyllithium), FC1=CC=C(C=C1)C1=NC(=C(C(=C1/C=C/C=O)C(C)C)CO)C(C)C ((E)-3-[2-(4-Fluorophenyl)-5-hydroxymethyl-4,6-diisopropyl-pyridin-3-yl]-prop-2-enal), [Cl-].[NH4+] (ammonium chloride), petroleum ether-ethyl acetate. The reagents and catalysts are [Br-].[Zn+2].[Br-] (zinc bromide). Run in O1CCCC1 (tetrahydrofuran), O1CCCC1 (tetrahydrofuran), CCCCCC (hexane). Conditions: time 8 hour. Yields the product FC1=CC=C(C=C1)C1=NC(=C(C(=C1/C=C/C(CC(CC(=O)OC)=O)O)C(C)C)CO)C(C)C (Methyl (E)-7-[2-(4-fluorophenyl)-5-hydroxymethyl-4,6-diisopropyl-pyridin-3-yl]-5-hydroxy-3-oxo-hept-6-enoate). Reaction SMILES: [C:1]([O:7][CH3:8])(=[O:6])[CH2:2][C:3]([CH3:5])=[O:4].[H-].[Na+].C([Li])CCC.[F:16][C:17]1[CH:22]=[CH:21][C:20]([C:23]2[C:28](/[CH:29]=[CH:30]/[CH:31]=[O:32])=[C:27]([CH:33]([CH3:35])[CH3:34])[C:26]([CH2:36][OH:37])=[C:25]([CH:38]([CH3:40])[CH3:39])[N:24]=2)=[CH:19][CH:18]=1.[Cl-].[NH4+]>O1CCCC1.CCCCCC.[Br-].[Zn+2].[Br-]>[F:16][C:17]1[CH:22]=[CH:21][C:20]([C:23]2[C:28](/[CH:29]=[CH:30]/[CH:31]([OH:32])[CH2:5][C:3](=[O:4])[CH2:2][C:1]([O:7][CH3:8])=[O:6])=[C:27]([CH:33]([CH3:34])[CH3:35])[C:26]([CH2:36][OH:37])=[C:25]([CH:38]([CH3:40])[CH3:39])[N:24]=2)=[CH:19][CH:18]=1 |f:1.2,5.6,9.10.11|. Procedure details: 0.5 ml (4.5 mmol) of methyl acetoacetate are added dropwise at 0° C.-5° C. under argon to a suspension of 0.15 g(5 mmol) of 80% pure sodium hydride in 6.5 ml of tetrahydrofuran p.a. After 15 minutes in each case, 3.65 ml (6 mmol) of 15% strength butyllithium in hexane are first added dropwise at 0° C. during the course of 10 minutes then a solution of 1.01 g (4.5 mmol) of dry zinc bromide in 4.5 ml of tetrahydrofuran and finally 0.51 g (1.5 mmol) of the compound from Example 123. The mixture is ... The reactants are BrC1=CC=C(C=C1)CCCCCCC (1-Bromo-4-heptylbenzene), C1CCOC1 (THF), I (HI), [Si](C)(C)(C(C)(C)C)OC1=CC=2C(C3=CC=C(C=C3C(C2C=C1)=O)O[Si](C)(C)C(C)(C)C)=O (2,6-bis(t-Butyldimethylsilyloxy)anthraquinone), C1CCOC1 (THF), [Li]CCCC (n-BuLi). Conditions: temperature -78 celsius. Yields the product CCCC(CCC)C=1C2=CC=C(C=C2C(=C2C=CC(=C(C12)C1=CC=CC=C1)O)C(CCC)CCC)O (9,10-bis(4-Heptyl)phenyl-2,6-dihydroxyanthracene). Isolated yield 51.0%. As a reaction SMILES: [Si](O[C:9]1[CH:22]=[CH:21][C:20]2[C:19](=O)[C:18]3[C:13](=[CH:14][CH:15]=[C:16]([O:24][Si](C(C)(C)C)(C)C)[CH:17]=3)C(=O)[C:11]=2[CH:10]=1)(C(C)(C)C)(C)C.[Li][CH2:34][CH2:35][CH2:36][CH3:37].BrC1C=CC([CH2:45][CH2:46][CH2:47][CH2:48][CH2:49][CH2:50][CH3:51])=CC=1.I.[CH2:53]1[CH2:57][O:56][CH2:55][CH2:54]1>>[CH3:37][CH2:36][CH2:35][CH:34]([C:17]1[C:10]2[C:53]([C:57]([CH:48]([CH2:47][CH2:46][CH3:45])[CH2:49][CH2:50][CH3:51])=[C:13]3[C:18]=1[C:19]([C:20]1[CH:11]=[CH:10][CH:9]=[CH:22][CH:21]=1)=[C:16]([OH:24])[CH:15]=[CH:14]3)=[CH:54][C:55]([OH:56])=[CH:22][CH:9]=2)[CH2:14][CH2:13][CH3:18]. Procedure details: Compound 2 (37 g, 0.079 mol) was dissolved in 200 mL of anhydrous THF and cooled to −78° C. To this solution was added n-BuLi (2.5 M in hexane, 94 mL, 0.24 mol) slowly to maintain the temperature below −60° C. After addition, the orange-yellow solution was stirred at −78° C. for an hour. Compound 1 (60.2 g, 0.24 mol) was dissolved in 100 mL of anhydrous THF and added dropwise to the above cooled solution. The reaction was slowly warmed up to room temperature and stirred at room temperature overn... Run in CS(=O)C (DMSO). Reaction SMILES: [CH3:1][O:2][C:3](=[O:22])[CH:4]([C:9]1[C:18]2[C:13](=[CH:14][CH:15]=[C:16]([O:19][CH3:20])[N:17]=2)[N:12]=[CH:11][C:10]=1[F:21])C(OC)=O.[Cl-].[Li+].O.C(OCC)(=O)C>CS(C)=O>[CH3:1][O:2][C:3](=[O:22])[CH2:4][C:9]1[C:18]2[C:13](=[CH:14][CH:15]=[C:16]([O:19][CH3:20])[N:17]=2)[N:12]=[CH:11][C:10]=1[F:21] |f:1.2|. Reactants: COC(C(C(=O)OC)C1=C(C=NC2=CC=C(N=C12)OC)F)=O (dimethyl[3-fluoro-6-(methyloxy)-1,5-naphthyridin-4-yl]propanedioate), [Cl-].[Li+] (lithium chloride), O (water), O (water), C(C)(=O)OCC (ethyl acetate). Yields the product COC(CC1=C(C=NC2=CC=C(N=C12)OC)F)=O (Methyl[3-fluoro-6-(methyloxy)-1,5-naphthyridin-4-yl]acetate). Conditions: temperature 100 celsius. Procedure details: A mixture of dimethyl[3-fluoro-6-(methyloxy)-1,5-naphthyridin-4-yl]propanedioate (52 g, 169 mmol), lithium chloride (14.5 g, 340 mmol) and water (3.43 ml, 190 mmol) in DMSO (1175 ml) was heated at 100° C. for 24 hours and cooled. The solution was shaken with water and ethyl acetate, separated and the organic phase washed twice with water. The total aqueous was re-extracted with ethyl acetate and this water-washed. The combined organic phase was dried and evaporated and the residue chromatographe... Starting materials: CNC(C#N)(C)C (2-methylamino-2-methylpropionitrile), C(C=C)Br (allyl bromide), C([O-])([O-])=O.[Na+].[Na+] (sodium carbonate), C(C)C(=O)C (methyl ethyl ketone). The reagents and catalysts are [I-].[Na+] (sodium iodide). Run in CCOCC (ether), CCOCC (ether). The product is C(C=C)CNC(C#N)(C)C (2-allylmethylamino-2-methylpropionitrile). Isolated yield 48.2%. Reaction SMILES: [CH3:1][NH:2][C:3]([CH3:7])([CH3:6])[C:4]#[N:5].[CH2:8](Br)[CH:9]=[CH2:10].C(=O)([O-])[O-].[Na+].[Na+].C(C(C)=O)C>CCOCC.[I-].[Na+]>[CH2:10]([CH2:1][NH:2][C:3]([CH3:7])([CH3:6])[C:4]#[N:5])[CH:9]=[CH2:8] |f:2.3.4,7.8|. Reported procedure: A mixture of 2-methylamino-2-methylpropionitrile (14.7 g., 0.15 mole) allyl bromide (18.0 g., 0.15 mole), sodium carbonate (15.9 g., 0.15 mole), sodium iodide (0.2 g., 0.001 mole) and methyl ethyl ketone (200 ml.) was heated under reflux for 40 hrs. The sodium carbonate was filtered off and the solvent was removed from the filtrate in vacuo to give a yellow oil, T.L.C. (Silica, ether), three components RF 0.8, 0.4 and 0.0. The oil was passed through a column of silica 40 × 3.5 cm. using ether as... The product is FC(C(C(S(=O)(=O)[O-])(F)F)F)(F)F.CC1=CC=C(C=C1)[S+](C1=CC=C(C=C1)C1CCCCC1)C1=CC=C(C=C1)C (bis-(4-methylphenyl)4-cyclohexylphenyl sulfonium 3,3,3,2,1,1-hexafluoropropane sulfonate). Reaction SMILES: [C:1]1([CH3:16])[C:2]([S:7]([C:9]2[CH:14]=[CH:13][CH:12]=[CH:11][C:10]=2C)=O)=[CH:3][CH:4]=CC=1.[CH:17]1([C:23]2[CH:28]=[CH:27][CH:26]=[CH:25][CH:24]=2)[CH2:22][CH2:21][CH2:20][CH2:19][CH2:18]1.O=P12OP3(OP(OP(O3)(O1)=O)(=O)O2)=O.[CH3:43]S(O)(=O)=O.[F:48][C:49]([F:60])([F:59])[CH:50]([F:58])[C:51]([F:57])([F:56])[S:52]([OH:55])(=[O:54])=[O:53].C(O[CH2:65][CH3:66])(=O)C>O>[F:60][C:49]([F:48])([F:59])[CH:50]([F:58])[C:51]([F:56])([F:57])[S:52]([O-:55])(=[O:53])=[O:54].[CH3:43][C:12]1[CH:11]=[CH:10][C:9]([S+:7]([C:2]2[CH:1]=[CH:16][C:65]([CH3:66])=[CH:4][CH:3]=2)[C:26]2[CH:25]=[CH:24][C:23]([CH:17]3[CH2:18][CH2:19][CH2:20][CH2:21][CH2:22]3)=[CH:28][CH:27]=2)=[CH:14][CH:13]=1 |f:2.3,7.8|. Starting materials: ice, FC(C(C(S(=O)(=O)O)(F)F)F)(F)F (3,3,3,2,1,1-hexafluoropropane sulfonic acid), C=1(C(=CC=CC1)S(=O)C1=C(C=CC=C1)C)C (ditolyl sulfoxide), C1(CCCCC1)C1=CC=CC=C1 (4-cyclohexylbenzene), O=P12OP3(=O)OP(=O)(O1)OP(=O)(O2)O3.CS(=O)(=O)O (phosphorus pentaoxide metanesulfonic acid), C(C)(=O)OCC (ethyl acetate). Solvent: O (water). Procedure details: A mixture of 10.36 g (4.5 mmol) of ditolyl sulfoxide with 7.21 g (4.5 mmol) of 4-cyclohexylbenzene was placed in a 125 ml flask. Then 20 ml of a previously prepared phosphorus pentaoxide/metanesulfonic acid reagent (prepared by dissolving 36 g of phosphorus pentaoxide in 360 g of methanesulfonic acid) was added thereto while stirring with a magnetic stirrer. The mixture was heated to about 50° C. Thus, a dark brown solution was obtained. After the exothermic reaction ceased, the mixture was stir... Run at temperature 50 celsius. Starting materials: C1CC(=O)N(C1=O)Br (N-bromosuccimide), CN1C2=C(CC(C3=C1C=CC=C3)=O)C=CC=C2 (5-methyl-10,11-dihydro [5H] dibenzo (b,f) azepine-10-one), ice water. Procedure details: 22.81 g of N-bromosuccimide were added over 15 minutes at room temperature to a solution of 25 g of 5-methyl-10,11-dihydro [5H] dibenzo (b,f) azepine-10-one in 250 ml of dimethylformamide under a nitrogen atmosphere and the mixture was stirred for 30 minutes at room temperature. The reaction mixture was poured into 2 liters of ice water and was extracted with ether. The ether extracts were washed with water, dried over magnesium sulfate and evaporated to dryness to obtain 34 g of 2-bromo-5-methy... Run at time 30 minute. The yield is 100.5%. RXN SMILES: C1C(=O)N([Br:8])C(=O)C1.[CH3:9][N:10]1[C:16]2[CH:17]=[CH:18][CH:19]=[CH:20][C:15]=2[C:14](=[O:21])[CH2:13][C:12]2[CH:22]=[CH:23][CH:24]=[CH:25][C:11]1=2>CN(C)C=O>[Br:8][C:19]1[CH:18]=[CH:17][C:16]2[N:10]([CH3:9])[C:11]3[CH:25]=[CH:24][CH:23]=[CH:22][C:12]=3[CH2:13][C:14](=[O:21])[C:15]=2[CH:20]=1. Run in CN(C=O)C (dimethylformamide). The product is BrC1=CC2=C(N(C3=C(CC2=O)C=CC=C3)C)C=C1 (2-bromo-5-methyl-10,11-dihydro [5H] dibenzo (b,f) azepine-11-one). Starting materials: [Al+3], CCOCC, CC(CC(F)(F)F)C(=O)N1C(=O)OC(c2ccccc2)C1C, [H-], [H-], [H-], [H-], [Li+], [Na+], [OH-], O. The product is CC1NC(=O)OC1c1ccccc1. RXN SMILES: [Al+3:2].[CH3:32][CH2:33][O:34][CH2:35][CH3:36].[CH3:7][CH:8]1[N:9]([C:20](=[O:21])[CH:22]([CH3:23])[CH2:24][C:25]([F:26])([F:27])[F:28])[C:10](=[O:19])[O:11][CH:12]1[c:13]1[cH:14][cH:15][cH:16][cH:17][cH:18]1.[H-:1].[H-:4].[H-:5].[H-:6].[Li+:3].[Na+:31].[OH-:30].[OH2:29]>>[CH3:7][CH:8]1[NH:9][C:10](=[O:19])[O:11][CH:12]1[c:13]1[cH:14][cH:15][cH:16][cH:17][cH:18]1. Reactants: M-pyrrole, C1=CC=CC2=NC=C3C=CC=CC3=C12 (phenanthridine), FC(C=1C=C(C(=O)Cl)C=C(C1)C(F)(F)F)(F)F (3,5-bis(trifluoromethyl)benzoyl chloride), N1C=CC=C1 (pyrrole). The product is FC(C=1C=C(C=C(C1)C(F)(F)F)C(=O)N1C=2C=CC=CC2C2=CC=CC=C2C1C=1NC=CC1)(F)F ((3,5-Bis-trifluoromethyl-phenyl)-[6-(1H-pyrrol-2-yl)-6H-phenanthridin-5-yl]-methanone). RXN SMILES: [CH:1]1[C:14]2[C:5](=[N:6][CH:7]=[C:8]3[C:13]=2[CH:12]=[CH:11][CH:10]=[CH:9]3)[CH:4]=[CH:3][CH:2]=1.[F:15][C:16]([F:31])([F:30])[C:17]1[CH:18]=[C:19]([CH:23]=[C:24]([C:26]([F:29])([F:28])[F:27])[CH:25]=1)[C:20](Cl)=[O:21].[NH:32]1[CH:36]=[CH:35][CH:34]=[CH:33]1>>[F:15][C:16]([F:31])([F:30])[C:17]1[CH:18]=[C:19]([C:20]([N:6]2[CH:7]([C:33]3[NH:32][CH:36]=[CH:35][CH:34]=3)[C:8]3[C:13](=[CH:12][CH:11]=[CH:10][CH:9]=3)[C:14]3[CH:1]=[CH:2][CH:3]=[CH:4][C:5]2=3)=[O:21])[CH:23]=[C:24]([C:26]([F:29])([F:28])[F:27])[CH:25]=1. Reported procedure: (3,5-Bis-trifluoromethyl-phenyl)-[6-(1H-pyrrol-2-yl)-6H-phenanthridin-5-yl]-methanone was prepared from phenanthridine, 3,5-bis(trifluoromethyl)benzoyl chloride, and pyrrole according to GP 2. Yield, 12.5%. 1H-NMR (DMSO-d6): δ=5.21 (s, 1H), 5.79 (q, J=2.8 Hz, 1H), 6.59-6.63 (m, 1H), 6.64 (s, br., 1H), 6.84-7.09 (m, br., 2H), 7.21 (t, J=7.5 Hz, 1H), 7.43 (t, J=7.3 Hz, 1H), 7.51 (t, J≈7 Hz, 1H), 7.57 (d, J=7.1 Hz, 1H), 7.86 (s, br., 2H), 7.96 (d, J=7.8 Hz, 1H), 8.08 (d, J=7.5 Hz, 1H), 8.19 (s, 1H)...